The task is: describe an organic reaction: reactants, conditions, products, and yield. This data is from the Open Reaction Database (ORD), a public repository of structured organic reaction records. Starting materials: C(C)C=1N(C=C(N1)I)CCN (2-(2-ethyl-4-iodo-imidazol-1-yl)-ethylamine), FC=1C=C(C=C(C1OC)F)CCC=O (3-(3,5-difluoro-4-methoxy-phenyl)-propionaldehyde). Product: FC=1C=C(C=C(C1OC)F)CCC1C=2N(CCN1)C(=NC2I)CC (8-[2-(3,5-difluoro-4-methoxy-phenyl)-ethyl]-3-ethyl-1-iodo-5,6,7,8-tetrahydro-imidazo[1,5-a]pyrazine). As a reaction SMILES: [CH2:1]([C:3]1[N:4]([CH2:9][CH2:10][NH2:11])[CH:5]=[C:6]([I:8])[N:7]=1)[CH3:2].[F:12][C:13]1[CH:14]=[C:15]([CH2:22][CH2:23][CH:24]=O)[CH:16]=[C:17]([F:21])[C:18]=1[O:19][CH3:20]>>[F:12][C:13]1[CH:14]=[C:15]([CH2:22][CH2:23][CH:24]2[NH:11][CH2:10][CH2:9][N:4]3[C:3]([CH2:1][CH3:2])=[N:7][C:6]([I:8])=[C:5]23)[CH:16]=[C:17]([F:21])[C:18]=1[O:19][CH3:20]. Procedure: According to the general procedure (GP10), microwave-assisted Pictet-Spengler reaction (60 W; 140° C.; 6.5 bars; 10 min.) between 2-(2-ethyl-4-iodo-imidazol-1-yl)-ethylamine (5.168 mmol) and 3-(3,5-difluoro-4-methoxy-phenyl)-propionaldehyde (1.034 g; 5.168 mmol) afforded 8-[2-(3,5-difluoro-4-methoxy-phenyl)-ethyl]-3-ethyl-1-iodo-5,6,7,8-tetrahydro-imidazo[1,5-a]pyrazine. LC-MS: tR=0.73 min.; [M+H]+=448.42 g/mol. The reactants are ClC1=NC(=CC=C1CN)Cl (2,6-Dichloro-3-pyridylmethylamine), C(C)N(C(=S)NC)CC=1C=NC(=CC1)F (N-ethyl-N-(6-fluoro-3-pyridylmethyl)-N'-methylthiourea), CNC(=S)N(CC=1C=NC=CC1)CC (N-methyl-N'-ethyl-N'-(3-pyridylmethyl)thiourea). Yields the product CSC(N(CC=1C=NC(=CC1)F)CC)=NC (S-methyl-N-ethyl-N-(6-fluoro-3-pyridylmethyl)-N'-methylisothiourea). RXN SMILES: Cl[C:2]1C(CN)=CC=C(Cl)N=1.[CH2:11]([N:13]([CH2:18][C:19]1[CH:20]=[N:21][C:22]([F:25])=[CH:23][CH:24]=1)[C:14]([NH:16][CH3:17])=[S:15])[CH3:12].CNC(N(CC)CC1C=NC=CC=1)=S>>[CH3:2][S:15][C:14](=[N:16][CH3:17])[N:13]([CH2:11][CH3:12])[CH2:18][C:19]1[CH:20]=[N:21][C:22]([F:25])=[CH:23][CH:24]=1. Procedure: The reaction procedure of Example 13 (2) was repeated except that N-ethyl-N-(6-fluoro-3-pyridylmethyl)-N'-methylthiourea was used in lieu of N-methyl-N'-ethyl-N'-(3-pyridylmethyl)thiourea to give S-methyl-N-ethyl-N-(6-fluoro-3-pyridylmethyl)-N'-methylisothiourea as a pale brown oil. Reactants: ClC=1C(=CC(CC1)([N+](=O)[O-])[N+](=O)[O-])S(=O)(=O)CCC(=O)O (3-(2-chloro-5-nitro-5-nitrophenylsulphonyl)propionic acid), NCCN (1,2-diaminoethane). Run in C(C)(C)O (isopropanol). Conditions: temperature 0 celsius. Yields the product NCCNC1=C(C=C(C=C1)[N+](=O)[O-])S(=O)(=O)CCC(=O)O (3-[2-(2-aminoethyl)amino-5-nitrophenylsulphonyl]-propionic acid). As a reaction SMILES: Cl[C:2]1[C:3]([S:14]([CH2:17][CH2:18][C:19]([OH:21])=[O:20])(=[O:16])=[O:15])=[CH:4][C:5]([N+:11]([O-:13])=[O:12])([N+]([O-])=O)[CH2:6][CH:7]=1.[NH2:22][CH2:23][CH2:24][NH2:25]>C(O)(C)C>[NH2:22][CH2:23][CH2:24][NH:25][C:2]1[CH:7]=[CH:6][C:5]([N+:11]([O-:13])=[O:12])=[CH:4][C:3]=1[S:14]([CH2:17][CH2:18][C:19]([OH:21])=[O:20])(=[O:16])=[O:15]. Reported procedure: 29.5 g of 3-(2-chloro-5-nitro-5-nitrophenylsulphonyl)propionic acid and 15 g of 1,2-diaminoethane are refluxed in 150 ml of isopropanol for two hours. The reaction mixture is cooled down to 0° C. and filtered with suction. The isolation is suspended in 100 ml of water, the suspension is brought to pH 3.5, and 15 g of sodium chloride are added for salting out. The precipitated betaine is filtered off with suction and dried. The yield of 3-[2-(-aminoethyl)amino-5-nitrophenylsulphonyl]-propionic ac... Reactants: O=C([O-])[O-], CCCCCCCCCCOc1ccc([N+](=O)[O-])c(C)c1, CO, ClCCl, Cl, [Fe], [K+], [K+], C1COCCO1, O. Product: CCCCCCCCCCOc1ccc(N)c(C)c1. As a reaction SMILES: [C:25](=[O:26])([O-:27])[O-:28].[CH3:1][c:2]1[c:3]([N+:19]([O-:20])=[O:21])[cH:4][cH:5][c:6]([O:8][CH2:9][CH2:10][CH2:11][CH2:12][CH2:13][CH2:14][CH2:15][CH2:16][CH2:17][CH3:18])[cH:7]1.[CH3:22][OH:23].[Cl:32][CH2:33][Cl:34].[ClH:24].[Fe:31].[K+:29].[K+:30].[O:36]1[CH2:37][CH2:38][O:39][CH2:40][CH2:41]1.[OH2:35]>>[CH3:1][c:2]1[c:3]([NH2:19])[cH:4][cH:5][c:6]([O:8][CH2:9][CH2:10][CH2:11][CH2:12][CH2:13][CH2:14][CH2:15][CH2:16][CH2:17][CH3:18])[cH:7]1. The reactants are NNc1cc2c(nn1)CCN(C(=O)c1ccccc1)C2, CC(C)=O, CC(=O)O. RXN SMILES: [C:1]([c:2]1[cH:3][cH:4][cH:5][cH:6][cH:7]1)(=[O:8])[N:9]1[CH2:10][c:11]2[c:12]([n:13][n:14][c:15]([NH:17][NH2:18])[cH:16]2)[CH2:19][CH2:20]1.[CH3:21][C:22]([CH3:23])=[O:24].[CH3:25][C:26](=[O:27])[OH:28]>>[C:1]([c:2]1[cH:3][cH:4][cH:5][cH:6][cH:7]1)(=[O:8])[N:9]1[CH2:10][c:11]2[c:12]([n:13][n:14][c:15]([NH:17][N:18]=[C:22]([CH3:21])[CH3:23])[cH:16]2)[CH2:19][CH2:20]1. Yields the product CC(C)=NNc1cc2c(nn1)CCN(C(=O)c1ccccc1)C2. The reactants are ClC=1N=CSC1C(CCO)OC1OCCCC1 (3-(4-chlorothiazol-5-yl)-3-((tetrahydro-2H-pyran-2-yl)oxy)propan-1-ol), C(C)(C)(C)P(C1=C(C2=CC=CC=C2C=C1)C1=CC=CC2=CC=CC=C12)C(C)(C)C (2-(di-tert-butylphosphino)-1,1′-binaphthyl), C(=O)([O-])[O-].[Cs+].[Cs+] (Cs2CO3). The reagents and catalysts are CC(=O)[O-].CC(=O)[O-].[Pd+2] (Pd(OAc)2). Solvent: C(Cl)Cl (DCM), CC1=CC=CC=C1 (MePh). Yields the product O1C(CCCC1)OC1CCOC=2N=CSC21 (7-((Tetrahydro-2H-pyran-2-yl)oxy)-6,7-dihydro-5H-pyrano[2,3-d]thiazole). As a reaction SMILES: Cl[C:2]1[N:3]=[CH:4][S:5][C:6]=1[CH:7]([O:11][CH:12]1[CH2:17][CH2:16][CH2:15][CH2:14][O:13]1)[CH2:8][CH2:9][OH:10].C(P(C(C)(C)C)C1C=CC2C(=CC=CC=2)C=1C1C2C(=CC=CC=2)C=CC=1)(C)(C)C.C([O-])([O-])=O.[Cs+].[Cs+]>CC1C=CC=CC=1.C(Cl)Cl.CC([O-])=O.CC([O-])=O.[Pd+2]>[O:13]1[CH2:14][CH2:15][CH2:16][CH2:17][CH:12]1[O:11][CH:7]1[C:6]2[S:5][CH:4]=[N:3][C:2]=2[O:10][CH2:9][CH2:8]1 |f:2.3.4,7.8.9|. Procedure: A soln. of 3-(4-chlorothiazol-5-yl)-3-((tetrahydro-2H-pyran-2-yl)oxy)propan-1-ol (520 mg, 1.87 mmol) in MePh (10 mL) was added to a Ar-filled vial charged with Pd(OAc)2 (63 mg, 0.28 mmol), 2-(di-tert-butylphosphino)-1,1′-binaphthyl (140 mg, 0.35 mmol) and (Cs2CO3 915 mg, 2.81 mmol). The vial was sealed and placed in a preheated oilbath (100° C.) overnight. Subsequently, the mixture was diluted with DCM, filtrated over Celite, and conc. in vacuo. Purification by means of CC (20-80% EtOAc/Hept) pr... The reactants are BrC=1C=CC2=C(C=C(CCS2(=O)=O)C(=O)NC2=CC=C(C=C2)CN(C2CCOCC2)C)C1 (7-bromo-N-[4-[[N-methyl-N-(tetrahydropyran-4-yl)amino]methyl]phenyl]-1,1-dioxo-2,3-dihydro-1-benzothiepine-4-carboxamide), C1(=CC=CC=C1)C.C(C)O.O (toluene ethanol water), B(OC1=CC=C(C=C1)OCCOCCC)([O-])[O-] (4-(2-propoxyethoxy)phenyl borate), C([O-])([O-])=O.[K+].[K+] (potassium carbonate). Reagents/catalysts: C=1C=CC(=CC1)[P](C=2C=CC=CC2)(C=3C=CC=CC3)[Pd]([P](C=4C=CC=CC4)(C=5C=CC=CC5)C=6C=CC=CC6)([P](C=7C=CC=CC7)(C=8C=CC=CC8)C=9C=CC=CC9)[P](C=1C=CC=CC1)(C=1C=CC=CC1)C=1C=CC=CC1 (tetrakistriphenylphosphinepalladium). Solvent: O (water). Reaction conditions: time 30 minute. The product is CN(C1CCOCC1)CC1=CC=C(C=C1)NC(=O)C=1CCS(C2=C(C1)C=C(C=C2)C2=CC=C(C=C2)OCCOCCC)(=O)=O (N-[4-[[N-methyl-N-(tetrahydropyran-4-yl)amino]methyl]phenyl]-7-[4-(2-propoxyethoxy)phenyl]-1,1-dioxo-2,3-dihydro-1-benzothiepine-4-carboxamide). The yield is 45.8%. RXN SMILES: Br[C:2]1[CH:3]=[CH:4][C:5]2[S:11](=[O:13])(=[O:12])[CH2:10][CH2:9][C:8]([C:14]([NH:16][C:17]3[CH:22]=[CH:21][C:20]([CH2:23][N:24]([CH3:31])[CH:25]4[CH2:30][CH2:29][O:28][CH2:27][CH2:26]4)=[CH:19][CH:18]=3)=[O:15])=[CH:7][C:6]=2[CH:32]=1.C1(C)C=CC=CC=1.C(O)C.O.B([O-])([O-])O[C:46]1[CH:51]=[CH:50][C:49]([O:52][CH2:53][CH2:54][O:55][CH2:56][CH2:57][CH3:58])=[CH:48][CH:47]=1.C(=O)([O-])[O-].[K+].[K+]>C1C=CC([P]([Pd]([P](C2C=CC=CC=2)(C2C=CC=CC=2)C2C=CC=CC=2)([P](C2C=CC=CC=2)(C2C=CC=CC=2)C2C=CC=CC=2)[P](C2C=CC=CC=2)(C2C=CC=CC=2)C2C=CC=CC=2)(C2C=CC=CC=2)C2C=CC=CC=2)=CC=1.O>[CH3:31][N:24]([CH2:23][C:20]1[CH:21]=[CH:22][C:17]([NH:16][C:14]([C:8]2[CH2:9][CH2:10][S:11](=[O:13])(=[O:12])[C:5]3[CH:4]=[CH:3][C:2]([C:46]4[CH:51]=[CH:50][C:49]([O:52][CH2:53][CH2:54][O:55][CH2:56][CH2:57][CH3:58])=[CH:48][CH:47]=4)=[CH:32][C:6]=3[CH:7]=2)=[O:15])=[CH:18][CH:19]=1)[CH:25]1[CH2:30][CH2:29][O:28][CH2:27][CH2:26]1 |f:1.2.3,5.6.7,^1:70,72,91,110|. Procedure: To 7-bromo-N-[4-[[N-methyl-N-(tetrahydropyran-4-yl)amino]methyl]phenyl]-1,1-dioxo-2,3-dihydro-1-benzothiepine-4-carboxamide (400 mg) was added toluene/ethanol/water (10/1/1, 19.2 ml) were added 4-(2-propoxyethoxy)phenyl borate (207 mg) and potassium carbonate (234 mg), and the mixture was stirred at room temperature for 30 minutes. To the mixture was added tetrakistriphenylphosphinepalladium (36 mg), and the mixture was refluxed for 8 hours and cooled to room temperature. The reaction mixture wa... The yield is 91.2%. Run in C(Cl)Cl (methylene chloride), C(C)OCC (diethyl ether). Procedure: In 4 ml of methylene chloride was dissolved 270 mg of anhydrous piperazine, and 400 mg of ethyl 1-(2,4-difluorophenyl)-6-fluoro-1,4-dihydro-4-oxo-7-(2,4,6-triisopropylbenzenesulfonyloxy)-1,8-naphthyridine-3-carboxylate was added to the resulting solution, after which the resulting mixture was subjected to reaction with ice-cooling for 1 hour. To the reaction mixture were added 20 ml of ethyl acetate and 10 ml of water, and the organic layer was separated, washed successively with 10 ml of satura... Product: FC1=C(C=CC(=C1)F)N1C=C(C(C2=CC(=C(N=C12)N1CCNCC1)F)=O)C(=O)OCC (ethyl 1-(2,4-difluorophenyl)-6-fluoro-1,4-dihydro-4-oxo-7-(1-piperazinyl)-1,8-naphthyridine-3-carboxylate). As a reaction SMILES: [NH:1]1[CH2:6][CH2:5][NH:4][CH2:3][CH2:2]1.[F:7][C:8]1[CH:13]=[C:12]([F:14])[CH:11]=[CH:10][C:9]=1[N:15]1[C:24]2[C:19](=[CH:20][C:21]([F:44])=[C:22](OS(C3C(C(C)C)=CC(C(C)C)=CC=3C(C)C)(=O)=O)[N:23]=2)[C:18](=[O:45])[C:17]([C:46]([O:48][CH2:49][CH3:50])=[O:47])=[CH:16]1.C(OCC)(=O)C.O>C(Cl)Cl.C(OCC)C>[F:7][C:8]1[CH:13]=[C:12]([F:14])[CH:11]=[CH:10][C:9]=1[N:15]1[C:24]2[C:19](=[CH:20][C:21]([F:44])=[C:22]([N:1]3[CH2:6][CH2:5][NH:4][CH2:3][CH2:2]3)[N:23]=2)[C:18](=[O:45])[C:17]([C:46]([O:48][CH2:49][CH3:50])=[O:47])=[CH:16]1. Starting materials: N1CCNCC1 (piperazine), FC1=C(C=CC(=C1)F)N1C=C(C(C2=CC(=C(N=C12)OS(=O)(=O)C1=C(C=C(C=C1C(C)C)C(C)C)C(C)C)F)=O)C(=O)OCC (ethyl 1-(2,4-difluorophenyl)-6-fluoro-1,4-dihydro-4-oxo-7-(2,4,6-triisopropylbenzenesulfonyloxy)-1,8-naphthyridine-3-carboxylate), C(C)(=O)OCC (ethyl acetate), O (water). The reactants are C[O-].[Na+] (sodium methylate), S(O)(O)(=O)=O (sulfuric acid), C(N)(=O)CC(C(=O)OC)C (methyl 3-carbamoylisobutyrate), C(=O)N (formamide). The product is CC(C(=O)OC)CC(=O)OC (dimethyl methylsuccinate), C(=O)N (formamide). RXN SMILES: [C:1]([CH2:4][CH:5]([CH3:10])[C:6]([O:8][CH3:9])=[O:7])(=[O:3])[NH2:2].[CH:11](N)=[O:12].C[O-].[Na+].S(=O)(=O)(O)O>>[CH3:10][CH:5]([CH2:4][C:1]([O:12][CH3:11])=[O:3])[C:6]([O:8][CH3:9])=[O:7].[CH:1]([NH2:2])=[O:3] |f:2.3|. Procedure: A one L stainless steel-made autoclave equipped with a stirrer was charged with 72.5 g of the methyl 3-carbamoylisobutyrate which had been obtained in the preceding item (2), 180 g of methyl formate, 96 g of methanol and 1.1 g of sodium methylate to proceed with heating reaction at 60° C. for 2 hours. The reaction product was cooled and then analyzed. As a result, the conversion of the methyl 3-carbamoylisobutyrate was 83.2% and, there were obtained dimethyl methylsuccinate at a selectivity of 9... The reactants are S(=O)(Cl)Cl (Thionyl chloride), BrC1=C(C=C(C=C1)F)CC(=O)O ((2-bromo-5-fluoro-phenyl)-acetic acid), CN (methylamine). Run in C1(=CC=CC=C1)C (toluene). Reaction conditions: temperature 0 celsius, time 16 hour. Product: BrC1=C(C=C(C=C1)F)CC(=O)NC (2-(2-bromo-5-fluoro-phenyl)-N-methyl-acetamide). RXN SMILES: S(Cl)(Cl)=O.[Br:5][C:6]1[CH:11]=[CH:10][C:9]([F:12])=[CH:8][C:7]=1[CH2:13][C:14]([OH:16])=O.[CH3:17][NH2:18]>C1(C)C=CC=CC=1>[Br:5][C:6]1[CH:11]=[CH:10][C:9]([F:12])=[CH:8][C:7]=1[CH2:13][C:14]([NH:18][CH3:17])=[O:16]. Reported procedure: Thionyl chloride (9.4 mL, 129 mmol) is added to a solution of (2-bromo-5-fluoro-phenyl)-acetic acid (20.0 g, 85.8 mmol) in dry toluene (400 mL). The mixture is heated at reflux for 4 hours and the solvent is removed in vacuo. The remanence is redissolved in dry toluene (400 mL) and cooled to 0° C. 40% methylamine (aq.) (17.7 mL, 515 mmol) is added dropwise at 0-5° C. The mixture is then stirred at ambient temperature for 16 hours, poured onto water (250 mL) and extracted with ethyl acetate (3×20...